From a dataset of the Open Reaction Database (ORD), a public repository of structured organic reaction records. describe an organic reaction: reactants, conditions, products, and yield Reactants: Cl.C(C)N=C=NCCCN(C)C (1-Ethyl-3-(3′-dimethylaminopropyl)carbodiimide hydrochloride), NC/C=C/C=1C[C@@H]2N(C(C3=C(N(C2=O)COCC[Si](C)(C)C)C=C(C(=C3)OC)OCCCOC=3C(=CC2=C(N(C([C@H]4N(C2=O)C=C(C4)C)=O)COCC[Si](C)(C)C)C3)OC)=O)C1 ((S)-2-((E)-3-aminoprop-1-enyl)-7-methoxy-8-(3-((S)-7-methoxy-2-methyl-5,11-dioxo-10-((2-(trimethylsilyl)ethoxy)methyl)-5,10,11,11a-tetrahydro-1H-benzo[e]pyrrolo[1,2-a][1,4]diazepin-8-yloxy)propoxy)-10-((2-(trimethylsilyl)ethoxy)methyl)-1H-benzo[e]pyrrolo[1,2-a][1,4]diazepine-5,11(10H,11aH)-dione), C1=CC=CC=2C3=CC=CC=C3C(C12)COC(=O)N[C@H](C(=O)N[C@H](C(=O)O)C)C(C)C ((S)-2-((S)-2-(((9H-fluoren-9-yl)methoxy)carbonylamino)-3-methylbutanamido)propanoic acid). The yield is 41.0%. Run at time 120 minute. Solvent: ClCCl (dichloromethane), ClCCl (dichloromethane). Procedure details: 1-Ethyl-3-(3′-dimethylaminopropyl)carbodiimide hydrochloride (0.018 g, 0.095 mmol, 1.0 eq.) was added to a solution of allylamine 17a (assumed 100% yield, 0.100 g, 0.095 mmol, 1.0 eq.) and HO-Ala-Val-Fmoc 12 (0.036 g, 0.095 mmol, 1.0 eq.) in dry dichloromethane (6 mL). The reaction mixture was stirred for 120 minutes at room temperature when the reaction mixture was diluted with dichloromethane (10 mL) and washed sequentially with water (10 mL) and brine (10 mL). The organic layer was dried over... The product is COC1=CC2=C(N(C([C@H]3N(C2=O)C=C(C3)/C=C/CNC([C@H](C)NC([C@@H](C(C)C)NC(OCC3C2=CC=CC=C2C=2C=CC=CC32)=O)=O)=O)=O)COCC[Si](C)(C)C)C=C1OCCCOC=1C(=CC3=C(N(C([C@H]2N(C3=O)C=C(C2)C)=O)COCC[Si](C)(C)C)C1)OC ((9H-fluoren-9-yl)methyl (R)-1-((S)-1-((E)-3-((S)-7-methoxy-8-(3-((S)-7-methoxy-2-methyl-5,11-dioxo-10-((2-(trimethylsilyl)ethoxy)methyl)-5,10,11,11a-tetrahydro-1H-benzo[e]pyrrolo[1,2-a][1,4]diazepin-8-yloxy)propoxy)-5,11-dioxo-10-((2-(trimethylsilyl)ethoxy)methyl)-5,10,11,11a-tetrahydro-1H-benzo[e]pyrrolo[1,2-a][1,4]diazepin-2-yl)allylamino)-1-oxopropan-2-ylamino)-3-methyl-1-oxobutan-2-ylcarbamate). As a reaction SMILES: Cl.C(N=C=NCCCN(C)C)C.[NH2:13][CH2:14]/[CH:15]=[CH:16]/[C:17]1[CH2:18][C@H:19]2[C:25](=[O:26])[N:24]([CH2:27][O:28][CH2:29][CH2:30][Si:31]([CH3:34])([CH3:33])[CH3:32])[C:23]3[CH:35]=[C:36]([O:41][CH2:42][CH2:43][CH2:44][O:45][C:46]4[C:47]([O:71][CH3:72])=[CH:48][C:49]5[C:55](=[O:56])[N:54]6[CH:57]=[C:58]([CH3:60])[CH2:59][C@H:53]6[C:52](=[O:61])[N:51]([CH2:62][O:63][CH2:64][CH2:65][Si:66]([CH3:69])([CH3:68])[CH3:67])[C:50]=5[CH:70]=4)[C:37]([O:39][CH3:40])=[CH:38][C:22]=3[C:21](=[O:73])[N:20]2[CH:74]=1.[CH:75]1[C:87]2[CH:86]([CH2:88][O:89][C:90]([NH:92][C@@H:93]([CH:102]([CH3:104])[CH3:103])[C:94]([NH:96][C@@H:97]([CH3:101])[C:98](O)=[O:99])=[O:95])=[O:91])[C:85]3[C:80](=[CH:81][CH:82]=[CH:83][CH:84]=3)[C:79]=2[CH:78]=[CH:77][CH:76]=1>ClCCl>[CH3:40][O:39][C:37]1[C:36]([O:41][CH2:42][CH2:43][CH2:44][O:45][C:46]2[C:47]([O:71][CH3:72])=[CH:48][C:49]3[C:55](=[O:56])[N:54]4[CH:57]=[C:58]([CH3:60])[CH2:59][C@H:53]4[C:52](=[O:61])[N:51]([CH2:62][O:63][CH2:64][CH2:65][Si:66]([CH3:68])([CH3:67])[CH3:69])[C:50]=3[CH:70]=2)=[CH:35][C:23]2[N:24]([CH2:27][O:28][CH2:29][CH2:30][Si:31]([CH3:32])([CH3:34])[CH3:33])[C:25](=[O:26])[C@@H:19]3[CH2:18][C:17](/[CH:16]=[CH:15]/[CH2:14][NH:13][C:98](=[O:99])[C@@H:97]([NH:96][C:94](=[O:95])[C@H:93]([NH:92][C:90](=[O:91])[O:89][CH2:88][CH:86]4[C:87]5[CH:75]=[CH:76][CH:77]=[CH:78][C:79]=5[C:80]5[C:85]4=[CH:84][CH:83]=[CH:82][CH:81]=5)[CH:102]([CH3:104])[CH3:103])[CH3:101])=[CH:74][N:20]3[C:21](=[O:73])[C:22]=2[CH:38]=1 |f:0.1|.